This data is from the Open Reaction Database (ORD), a public repository of structured organic reaction records. The task is: describe an organic reaction: reactants, conditions, products, and yield Starting materials: CCn1ncc2cc3c(nc21)C(O)c1ccccc1CC3, [Ca+2], [Cl-], [Cl-], Cl, c1ccccc1. Yields the product CCn1ncc2cc3c(nc21)C(Cl)c1ccccc1CC3. RXN SMILES: [CH2:4]([CH3:5])[n:6]1[n:7][cH:8][c:9]2[cH:10][c:11]3[c:12]([n:13][c:14]12)[CH:15]([OH:24])[c:16]1[c:17]([cH:20][cH:21][cH:22][cH:23]1)[CH2:18][CH2:19]3.[Ca+2:2].[Cl-:1].[Cl-:3].[ClH:25].[cH:26]1[cH:27][cH:28][cH:29][cH:30][cH:31]1>>[Cl:1][CH:15]1[c:12]2[c:11]([cH:10][c:9]3[cH:8][n:7][n:6]([CH2:4][CH3:5])[c:14]3[n:13]2)[CH2:19][CH2:18][c:17]2[c:16]1[cH:23][cH:22][cH:21][cH:20]2. The reactants are COCCOc1ncc(C(=O)NC2CCCCC2O)cc1Br, OB(O)c1ccc(C(F)(F)F)cc1. Yields the product COCCOc1ncc(C(=O)NC2CCCCC2O)cc1-c1ccc(C(F)(F)F)cc1. Reaction SMILES: [Br:1][c:2]1[c:3]([O:18][CH2:19][CH2:20][O:21][CH3:22])[n:4][cH:5][c:6]([C:7](=[O:8])[NH:9][CH:10]2[CH:11]([OH:16])[CH2:12][CH2:13][CH2:14][CH2:15]2)[cH:17]1.[F:23][C:24]([c:25]1[cH:26][cH:27][c:28]([B:31]([OH:32])[OH:33])[cH:29][cH:30]1)([F:34])[F:35]>>[c:2]1(-[c:28]2[cH:27][cH:26][c:25]([C:24]([F:23])([F:34])[F:35])[cH:30][cH:29]2)[c:3]([O:18][CH2:19][CH2:20][O:21][CH3:22])[n:4][cH:5][c:6]([C:7](=[O:8])[NH:9][CH:10]2[CH:11]([OH:16])[CH2:12][CH2:13][CH2:14][CH2:15]2)[cH:17]1. Reactants: C(C)OC(=O)C(C=1N=C(SC1)NC(=O)NC1=CC=CC=C1)=C1C(N(C(S1)=S)CC(=O)O)=O (5-{1-ethoxycarbonyl-1-[2-(3-phenylureido)thiazol-4-yl]methylene}rhodanine-3-acetic acid), C(C)O (ethanol), Cl (hydrogen chloride). Solvent: O1CCOCC1 (dioxane). Product: O.C(C)OC(=O)C(C=1N=C(SC1)NC(=O)NC1=CC=CC=C1)=C1C(N(C(S1)=S)CC(=O)OCC)=O (Ethyl 5-{1-ethoxycarbonyl-1-[2-(3-phenylureido)thiazol-4-yl]methylene}rhodanine-3-acetate monohydrate). RXN SMILES: [CH2:1]([O:3][C:4]([C:6](=[C:22]1[S:26][C:25](=[S:27])[N:24]([CH2:28][C:29]([OH:31])=[O:30])[C:23]1=[O:32])[C:7]1[N:8]=[C:9]([NH:12][C:13]([NH:15][C:16]2[CH:21]=[CH:20][CH:19]=[CH:18][CH:17]=2)=[O:14])[S:10][CH:11]=1)=[O:5])[CH3:2].[CH2:33](O)[CH3:34].Cl>O1CCOCC1>[OH2:3].[CH2:1]([O:3][C:4]([C:6](=[C:22]1[S:26][C:25](=[S:27])[N:24]([CH2:28][C:29]([O:31][CH2:33][CH3:34])=[O:30])[C:23]1=[O:32])[C:7]1[N:8]=[C:9]([NH:12][C:13]([NH:15][C:16]2[CH:17]=[CH:18][CH:19]=[CH:20][CH:21]=2)=[O:14])[S:10][CH:11]=1)=[O:5])[CH3:2] |f:4.5|. Procedure details: Following a procedure similar to that described in Example 30, the desired compound was prepared from 2 g of 5-{1-ethoxycarbonyl-1-[2-(3-phenylureido)thiazol-4-yl]methylene}rhodanine-3-acetic acid, 3 g of ethanol and 30 ml of a 4N dioxane solution of hydrogen chloride. The resulting product was a yellow powder having the following physical properties. As a reaction SMILES: [CH2:1]([CH:3]([CH2:17][CH3:18])[CH2:4][C@H:5]([O:7][C:8](=[O:16])[C:9]1[CH:14]=[CH:13][C:12](I)=[CH:11][CH:10]=1)[CH3:6])[CH3:2].[CH2:19]([OH:22])[C:20]#[CH:21]>C(N(CC)CC)C.[Cu]I>[CH2:1]([CH:3]([CH2:17][CH3:18])[CH2:4][C@H:5]([O:7][C:8](=[O:16])[C:9]1[CH:14]=[CH:13][C:12]([C:21]#[C:20][CH2:19][OH:22])=[CH:11][CH:10]=1)[CH3:6])[CH3:2]. Reactants: C(C)C(C[C@@H](C)OC(C1=CC=C(C=C1)I)=O)CC (p-iodobenzoic acid-(R)-3-ethyl-1-methylpentyl ester), C(C#C)O (2-propyn-1-ol). Reported procedure: A schlenk tube was charged with 62.5 mg of dichlorobistriphenylphosphine palladium (II) complex and 45.5 mg of copper (I) iodide, and an atmosphere in the system was replaced with nitrogen. 31.9 Grams of p-iodobenzoic acid-(R)-3-ethyl-1-methylpentyl ester and 7.50 g of 2-propyn-1-ol were dissolved in 100 mL of dry triethylamine, and the mixture was charged into the above schlenk tube and stirred at room temperature for 1 day. Run in C(C)N(CC)CC (triethylamine). Run at time 1 day. Yields the product C(C)C(C[C@@H](C)OC(C1=CC=C(C=C1)C#CCO)=O)CC (p-(2-hydroxymethylethynyl)benzoic Acid-(R)-3-ethyl-1-methylpentyl Ester). Reagents/catalysts: [Cu]I (copper (I) iodide). Reactants: C(CCCCCCCCCCCCCCC)(=O)OC(CC(=O)NCC(=O)O)CCCCCCCCCCCCCCC (N-(3-hexadecanoyloxyoctadecanoyl)glycine), N[C@@H](CC1=CC=CC=C1)C(=O)O (L-phenylalanine). The product is C(CCCCCCCCCCCCCCC)(=O)OC(CC(=O)NCC(=O)N[C@@H](CC1=CC=CC=C1)C(=O)O)CCCCCCCCCCCCCCC (N-[N-(3-hexadecanoyloxyoctadecanoyl)glycyl]-L-phenylalanine). The yield is 64.8%. Reaction SMILES: [C:1]([O:18][CH:19]([CH2:28][CH2:29][CH2:30][CH2:31][CH2:32][CH2:33][CH2:34][CH2:35][CH2:36][CH2:37][CH2:38][CH2:39][CH2:40][CH2:41][CH3:42])[CH2:20][C:21]([NH:23][CH2:24][C:25]([OH:27])=O)=[O:22])(=[O:17])[CH2:2][CH2:3][CH2:4][CH2:5][CH2:6][CH2:7][CH2:8][CH2:9][CH2:10][CH2:11][CH2:12][CH2:13][CH2:14][CH2:15][CH3:16].[NH2:43][C@H:44]([C:52]([OH:54])=[O:53])[CH2:45][C:46]1[CH:51]=[CH:50][CH:49]=[CH:48][CH:47]=1>>[C:1]([O:18][CH:19]([CH2:28][CH2:29][CH2:30][CH2:31][CH2:32][CH2:33][CH2:34][CH2:35][CH2:36][CH2:37][CH2:38][CH2:39][CH2:40][CH2:41][CH3:42])[CH2:20][C:21]([NH:23][CH2:24][C:25]([NH:43][C@H:44]([C:52]([OH:54])=[O:53])[CH2:45][C:46]1[CH:51]=[CH:50][CH:49]=[CH:48][CH:47]=1)=[O:27])=[O:22])(=[O:17])[CH2:2][CH2:3][CH2:4][CH2:5][CH2:6][CH2:7][CH2:8][CH2:9][CH2:10][CH2:11][CH2:12][CH2:13][CH2:14][CH2:15][CH3:16]. Procedure: Starting from N-(3-hexadecanoyloxyoctadecanoyl)glycine (2.6 g) prepared by the method described in Example 27 and L-phenylalanine (1.65 g), N-[N-(3-hexadecanoyloxyoctadecanoyl)glycyl]-L-phenylalanine (2.1 g) was obtained as powders according to a similar manner to that of Example 29. The reactants are CC(=O)O[BH-](OC(C)=O)OC(C)=O, CC(=O)O, CCC(C)=O, CS(=O)(=O)c1cccc(C2CCNCC2)c1, ClCCCl, Cl, [Na+]. Yields the product CCC(C)N1CCC(c2cccc(S(C)(=O)=O)c2)CC1. As a reaction SMILES: [C:27]([O:28][BH-:29]([O:30][C:31](=[O:32])[CH3:33])[O:34][C:35](=[O:36])[CH3:37])(=[O:38])[CH3:39].[CH3:18][C:19](=[O:20])[OH:21].[CH3:22][C:23]([CH2:24][CH3:25])=[O:26].[CH3:2][S:3](=[O:4])(=[O:5])[c:6]1[cH:7][c:8]([CH:12]2[CH2:13][CH2:14][NH:15][CH2:16][CH2:17]2)[cH:9][cH:10][cH:11]1.[Cl:41][CH2:42][CH2:43][Cl:44].[ClH:1].[Na+:40]>>[CH3:2][S:3](=[O:4])(=[O:5])[c:6]1[cH:7][c:8]([CH:12]2[CH2:13][CH2:14][N:15]([CH:23]([CH3:22])[CH2:24][CH3:25])[CH2:16][CH2:17]2)[cH:9][cH:10][cH:11]1.